Dataset: the Open Reaction Database (ORD), a public repository of structured organic reaction records. Task: describe an organic reaction: reactants, conditions, products, and yield Run in C(Cl)Cl (DCM). Product: Cl.CC1=C(C=CC=C1N1C(CCC1)=O)S(=O)(=O)N[C@@H](CNC(=O)C=1SC(=CC1)Cl)C(=O)N1CCN(CC1)C (5-Chloro-thiophene-2-carboxylic acid [(S)-2-[2-methyl-3-(2-oxo-pyrrolidin-1-yl)-benzenesulfonylamino]-3-(4-methyl-piperazin-1-yl)-3-oxo-propyl]-amide hydro chloride). Conditions: time 1 hour. Procedure: Intermediate 87 (802 mg, 1.65 mmol) was dissolved in 10 ml DCM and N-methyl piperazine (0.73 ml, 6.60 mmol) was added followed by DIPEA (0.55 ml, 3.3 mmol) and TBTU (636 mg, 1.98 mmol). After 1 h stirring at RT the solution was evaporated to dryness and purified by silica gel chromatography. The compound was dissolved in DCM, HCl (2 M in diethyl ether (5 ml)) was added and the solvents were evaporated yielding a white powder. Yield: 651 mg, 70%. MS (ES+): m/e=568. RXN SMILES: [Cl:1][C:2]1[S:6][C:5]([C:7]([NH:9][CH2:10][C@H:11]([NH:15][S:16]([C:19]2[CH:24]=[CH:23][CH:22]=[C:21]([N:25]3[CH2:29][CH2:28][CH2:27][C:26]3=[O:30])[C:20]=2[CH3:31])(=[O:18])=[O:17])[C:12]([OH:14])=O)=[O:8])=[CH:4][CH:3]=1.[CH3:32][N:33]1[CH2:38][CH2:37][NH:36][CH2:35][CH2:34]1.CCN(C(C)C)C(C)C.CN(C(ON1N=NC2C=CC=CC1=2)=[N+](C)C)C.[B-](F)(F)(F)F>C(Cl)Cl>[ClH:1].[CH3:31][C:20]1[C:21]([N:25]2[CH2:29][CH2:28][CH2:27][C:26]2=[O:30])=[CH:22][CH:23]=[CH:24][C:19]=1[S:16]([NH:15][C@H:11]([C:12]([N:36]1[CH2:37][CH2:38][N:33]([CH3:32])[CH2:34][CH2:35]1)=[O:14])[CH2:10][NH:9][C:7]([C:5]1[S:6][C:2]([Cl:1])=[CH:3][CH:4]=1)=[O:8])(=[O:17])=[O:18] |f:3.4,6.7|. The reactants are CN(C)C(=[N+](C)C)ON1C2=C(C=CC=C2)N=N1.[B-](F)(F)(F)F (TBTU), ClC1=CC=C(S1)C(=O)NC[C@@H](C(=O)O)NS(=O)(=O)C1=C(C(=CC=C1)N1C(CCC1)=O)C ((S)-3-[(5-Chloro-thiophene-2-carbonyl)-amino]-2-[2-methyl-3-(2-oxo-pyrrolidin-1-yl)-benzenesulfonylamino]-propionic acid), CCN(C(C)C)C(C)C (DIPEA), CN1CCNCC1 (N-methyl piperazine).